This data is from the Open Reaction Database (ORD), a public repository of structured organic reaction records. The task is: describe an organic reaction: reactants, conditions, products, and yield Reactants: C=1C=CC2=C(C1)N=NN2O (HOBt), CCN=C=NCCCN(C)C (EDCI), N1CCCC1 (pyrrolidine), CCN(C(C)C)C(C)C (DIPEA), ClC1=CC=C2C(=N1)NC(=C2)C(=O)N[C@H](C(=O)O)CC2=CC=C(C=C2)F (2-(S)-[(6-Chloro-1H-pyrrolo[2,3-b]pyridine-2-carbonyl)amino]-3-(4-fluorophenyl)propionic acid). Run in CN(C)C=O (DMF), CN(C)C=O (DMF), CN(C)C=O (DMF), CN(C)C=O (DMF). Yields the product FC1=CC=C(C[C@@H](C(N2CCCC2)=O)NC(=O)C2=CC=3C(=NC(=CC3)Cl)N2)C=C1 (6-Chloro-1H-pyrrolo[2,3-b]pyridine-2-carboxylic acid [1-(S)-(4-fluorobenzyl)-2-oxo-2-pyrrolidin-1-yl-ethyl]amide). As a reaction SMILES: [NH:1]1[CH2:5][CH2:4][CH2:3][CH2:2]1.CCN(C(C)C)C(C)C.[Cl:15][C:16]1[N:21]=[C:20]2[NH:22][C:23]([C:25]([NH:27][C@@H:28]([CH2:32][C:33]3[CH:38]=[CH:37][C:36]([F:39])=[CH:35][CH:34]=3)[C:29](O)=[O:30])=[O:26])=[CH:24][C:19]2=[CH:18][CH:17]=1.C1C=CC2N(O)N=NC=2C=1.CCN=C=NCCCN(C)C>CN(C=O)C>[F:39][C:36]1[CH:35]=[CH:34][C:33]([CH2:32][C@H:28]([NH:27][C:25]([C:23]2[NH:22][C:20]3=[N:21][C:16]([Cl:15])=[CH:17][CH:18]=[C:19]3[CH:24]=2)=[O:26])[C:29](=[O:30])[N:1]2[CH2:5][CH2:4][CH2:3][CH2:2]2)=[CH:38][CH:37]=1. Procedure: To pyrrolidine (11.5 mg, 0.14 mmol) was added a solution of DIPEA (60 μL, 0.35 mmol) in DMF (500 μL) followed by 2-(S)-[(6-chloro-1H-pyrrolo[2,3-b]pyridine-2-carbonyl)amino]-3-(4-fluorophenyl) propionic acid (EXAMPLE 272, 50 mg, 0.14 mmol) in DMF (500 μL) and HOBt (23 mg, 0.15 mmol) in DMF (500 μL) and the mixture stirred. After 5 min EDCI (34.5 mg, 0.18 mmol) in DMF (500 μL) was added and the reaction stirred for 16 hr. Solvent was removed in vacuo then crude material purified by mass-directed ...